This data is from the Open Reaction Database (ORD), a public repository of structured organic reaction records. The task is: describe an organic reaction: reactants, conditions, products, and yield Starting materials: amine, succinyl di-N-hydroxybenzotriazole, C1(CCC(N1C(C(=O)O)CC(=O)O)=O)=O.C1(CCC(N1C(C(=O)O)CC(=O)O)=O)=O.C(CO)O (ethylene glycol bis-(succinimidyl succinate)), S(=O)(=O)(O)C(C(=O)O)(CC(=O)O)N1C(CCC1=O)=O.S(=O)(=O)(O)C(C(=O)O)(CC(=O)O)N1C(CCC1=O)=O.C(CO)O (ethylene glycol bis-(sulfosuccinimidyl succinate)), C(C(O)C(O)C(=O)ON1C(CCC1=O)=O)(=O)ON1C(CCC1=O)=O (disuccinimidyl tartarate), C(C(O)C(O)C(=O)[O-])(=O)ON1C(C(C(C1=O)S(=O)(=O)O)S(=O)(=O)O)=O (disulfosuccinimidyl tartarate), C(CCCC(=O)ON1C(CCC1=O)=O)(=O)ON1C(CCC1=O)=O (disuccinimidyl glutarate), C(CCCCCCC(=O)ON1C(CCC1=O)=O)(=O)ON1C(CCC1=O)=O (disuccinimidyl suberate), succinyl di-N-hydroxybenzotriazole, C(CCC(=O)O)(=O)O (succinic acid), Formula 1. Solvent: O (water), CN(C)C=O (DMF). Product: NC(=O)N (urea), C(C)(C)NC(=O)NC(C)C ((CH3)2—CH—NH—C(O)—NH—CH—(CH3)2). RXN SMILES: [C:1]1(=[O:15])[N:5]([CH:6]([CH2:10]C(O)=O)[C:7](O)=O)C(=O)CC1.C1(=O)[N:20]([CH:21]([CH2:25]C(O)=O)[C:22](O)=O)C(=O)CC1.C(O)CO.S(C(N1C(=O)CCC1=O)(CC(O)=O)C(O)=O)(O)(=O)=O.S(C(N1C(=O)CCC1=O)(CC(O)=O)C(O)=O)(O)(=O)=O.C(O)CO.C(ON1C(=O)CCC1=O)(=O)C(C(C(ON1C(=O)CCC1=O)=O)O)O.C(ON1C(=O)C(S(O)(=O)=O)C(S(O)(=O)=O)C1=O)(=O)C(C(C([O-])=O)O)O.C(ON1C(=O)CCC1=O)(=O)CCCC(ON1C(=O)CCC1=O)=O.C(ON1C(=O)CCC1=O)(=O)CCCCCCC(ON1C(=O)CCC1=O)=O.C(O)(=O)CCC(O)=O>O.CN(C=O)C>[NH2:20][C:1]([NH2:5])=[O:15].[CH:21]([NH:20][C:1]([NH:5][CH:6]([CH3:7])[CH3:10])=[O:15])([CH3:25])[CH3:22] |f:0.1.2,3.4.5|. Procedure: An alternative method for preparing the chemically derivatized solid phase materials of Formula 1 involves reacting the aliphatic anion group of the aminosilane bridge on the surface of the solid phase material with homobifunctional crosslinking reagents containing two amine reactive groups (e.g. succinyl di-N-hydroxybenzotriazole, ethylene glycol bis-(succinimidyl succinate), ethylene glycol bis-(sulfosuccinimidyl succinate), disuccinimidyl tartarate, disulfosuccinimidyl tartarate, disuccinimid... The reactants are IC1=NN(C2=NN=CC=C21)CC(=O)OC (methyl 2-(3-iodo-1H-pyrazolo[3,4-c]pyridazin-1-yl)acetate), CN(C)C=O (DMF), C(Cl)Cl (CH2Cl2). Reagents/catalysts: [C-]#N.[C-]#N.[Zn+2] (Zn(CN)2), C=1C=CC(=CC1)/C=C/C(=O)/C=C/C2=CC=CC=C2.C=1C=CC(=CC1)/C=C/C(=O)/C=C/C2=CC=CC=C2.C=1C=CC(=CC1)/C=C/C(=O)/C=C/C2=CC=CC=C2.[Pd].[Pd] (Pd2 dba3), C1=CC=C(C=C1)P([C-]2C=CC=C2)C3=CC=CC=C3.C1=CC=C(C=C1)P([C-]2C=CC=C2)C3=CC=CC=C3.Cl[Pd]Cl.[Fe+2] (PdCl2(dppf)). The solvent is O (water). Reaction conditions: temperature 100 celsius, time 16 hour. Yields the product C(N)(=O)C1=NN(C2=NN=CC=C21)CC(=O)O (2-(3-Carbamoyl-1H-pyrazolo[3,4-c]pyridazin-1-yl)acetic acid). RXN SMILES: I[C:2]1[C:10]2[C:5](=[N:6][N:7]=[CH:8][CH:9]=2)[N:4]([CH2:11][C:12]([O:14]C)=[O:13])[N:3]=1.C(Cl)Cl.C[N:20]([CH:22]=[O:23])C>O.[C-]#N.[C-]#N.[Zn+2].C1C=CC(/C=C/C(/C=C/C2C=CC=CC=2)=O)=CC=1.C1C=CC(/C=C/C(/C=C/C2C=CC=CC=2)=O)=CC=1.C1C=CC(/C=C/C(/C=C/C2C=CC=CC=2)=O)=CC=1.[Pd].[Pd].C1C=CC(P(C2C=CC=CC=2)[C-]2C=CC=C2)=CC=1.C1C=CC(P(C2C=CC=CC=2)[C-]2C=CC=C2)=CC=1.Cl[Pd]Cl.[Fe+2]>[C:22]([C:2]1[C:10]2[C:5](=[N:6][N:7]=[CH:8][CH:9]=2)[N:4]([CH2:11][C:12]([OH:14])=[O:13])[N:3]=1)(=[O:23])[NH2:20] |f:4.5.6,7.8.9.10.11,12.13.14.15|. Procedure details: To a solution of methyl 2-(3-iodo-1H-pyrazolo[3,4-c]pyridazin-1-yl)acetate (675 mg, 2.12 mmol) in DMF (7.5 mL) and water (1.5 mL) was added Zn(CN)2 (274 mg, 2.33 mmol), Pd2 dba3 (194 mg, 0.21 mmol) and PdCl2(dppf).CH2Cl2 adduct (173 mg, 0.21 mmol). The reaction mixture was stirred at 100° C. for 16 h. The resulting suspension was filtered and the filtrate was evaporated under vacuum. The residue was suspended in CH3CN/MeOH 1:1, the solid was filtered off and the filtrate was purified by preparat... The reactants are Cc1nccn1CC(=O)N1CCc2cc(C(=O)NOC3CCCCO3)ccc2C1, CO, Cl. Yields the product Cc1nccn1CC(=O)N1CCc2cc(C(=O)NO)ccc2C1, Cl. Reaction SMILES: [CH3:1][c:2]1[n:3]([CH2:7][C:8](=[O:9])[N:10]2[CH2:11][c:12]3[cH:13][cH:14][c:15]([C:20](=[O:21])[NH:22][O:23][CH:24]4[CH2:25][CH2:26][CH2:27][CH2:28][O:29]4)[cH:16][c:17]3[CH2:18][CH2:19]2)[cH:4][cH:5][n:6]1.[CH3:31][OH:32].[ClH:30]>>[CH3:1][c:2]1[n:3]([CH2:7][C:8](=[O:9])[N:10]2[CH2:11][c:12]3[cH:13][cH:14][c:15]([C:20](=[O:21])[NH:22][OH:23])[cH:16][c:17]3[CH2:18][CH2:19]2)[cH:4][cH:5][n:6]1.[ClH:30].